From a dataset of the Open Reaction Database (ORD), a public repository of structured organic reaction records. describe an organic reaction: reactants, conditions, products, and yield Reactants: O=Cc1ccc(Br)nc1, CC(C)(C)O[K], CC(C)[P+](c1ccccc1)(c1ccccc1)c1ccccc1, CN(C)C=O, [Cl-], [I-], [NH4+]. Yields the product CC(C)=Cc1ccc(Br)nc1. As a reaction SMILES: [Br:30][c:31]1[cH:32][cH:33][c:34]([CH:37]=[O:38])[cH:35][n:36]1.[C:24]([O:25][K:26])([CH3:27])([CH3:28])[CH3:29].[CH3:2][CH:3]([CH3:4])[P+:5]([c:6]1[cH:7][cH:8][cH:9][cH:10][cH:11]1)([c:12]1[cH:13][cH:14][cH:15][cH:16][cH:17]1)[c:18]1[cH:19][cH:20][cH:21][cH:22][cH:23]1.[CH3:41][N:42]([CH3:43])[CH:44]=[O:45].[Cl-:39].[I-:1].[NH4+:40]>>[CH3:2][C:3]([CH3:4])=[CH:37][c:34]1[cH:33][cH:32][c:31]([Br:30])[n:36][cH:35]1. Reactants: NC1=CC=C(CC2N([C@H](CC2)[C@@H](C2=CC=CC=C2)O[Si](C)(C)C(C)(C)C)C(=O)OC(C)(C)C)C=C1 (tert-butyl(5R)-2-(4-aminobenzyl)-5-[(R)-{[tert-butyl(dimethyl)silyl]oxy}(phenyl)methyl]pyrrolidine-1-carboxylate). Run in CO (methanol). The product is NC1=CC=C(C[C@H]2N([C@H](CC2)[C@@H](C2=CC=CC=C2)O[Si](C)(C)C(C)(C)C)C(=O)OC(C)(C)C)C=C1 (Tert-butyl (2S,5R)-2-(4-aminobenzyl)-5-[(R)-{[tert-butyl(dimethyl)silyl]oxy}(phenyl)methyl]pyrrolidine-1-carboxylate). As a reaction SMILES: [NH2:1][C:2]1[CH:35]=[CH:34][C:5]([CH2:6][CH:7]2[CH2:11][CH2:10][C@H:9]([C@H:12]([O:19][Si:20]([C:23]([CH3:26])([CH3:25])[CH3:24])([CH3:22])[CH3:21])[C:13]3[CH:18]=[CH:17][CH:16]=[CH:15][CH:14]=3)[N:8]2[C:27]([O:29][C:30]([CH3:33])([CH3:32])[CH3:31])=[O:28])=[CH:4][CH:3]=1>CO>[NH2:1][C:2]1[CH:3]=[CH:4][C:5]([CH2:6][C@@H:7]2[CH2:11][CH2:10][C@H:9]([C@H:12]([O:19][Si:20]([C:23]([CH3:26])([CH3:25])[CH3:24])([CH3:22])[CH3:21])[C:13]3[CH:18]=[CH:17][CH:16]=[CH:15][CH:14]=3)[N:8]2[C:27]([O:29][C:30]([CH3:33])([CH3:32])[CH3:31])=[O:28])=[CH:34][CH:35]=1. Reported procedure: The intermediate i-3 (tert-butyl(5R)-2-(4-aminobenzyl)-5-[(R)-{[tert-butyl(dimethyl)silyl]oxy}(phenyl)methyl]pyrrolidine-1-carboxylate (4:1 mixture of cis and trans) was taken up in methanol and purified via the Berger Multigram SFC (supercritical) using an eluent of 30% methanol:60% carbon dioxide to separate the two diastereomers. The first isomer of the column was labeled minor isomer 1 and the second isomer was labeled major isomer 2. Starting materials: C(C)(C)N1C2=CC=CC=C2C=2C=CC=CC12 (9-Isopropylcarbazole), Example 1 ( 1 ), C1(=CC=CC=C1)C (toluene), CN(C)C=O (DMF), P(=O)(Cl)(Cl)Cl (phosphorus oxychloride). The reagents and catalysts are [Cl-].[Zn+2].[Cl-] (zinc chloride). Product: C(=O)C=1C=CC=2N(C3=CC=C(C=C3C2C1)C=O)C(C)C (3,6-Diformyl-9-isopropylcarbazole). Yield: 61.3%. As a reaction SMILES: C([N:4]1[C:16]2[CH:15]=[CH:14][CH:13]=[CH:12][C:11]=2[C:10]2[C:5]1=[CH:6]C=CC=2)(C)C.CN([CH:20]=[O:21])C.P(Cl)(Cl)(Cl)=[O:23].[C:27]1([CH3:33])[CH:32]=[CH:31][CH:30]=[CH:29][CH:28]=1>[Cl-].[Zn+2].[Cl-]>[CH:33]([C:27]1[CH:32]=[CH:31][C:30]2[N:4]([CH:5]([CH3:6])[CH3:10])[C:16]3[C:11]([C:29]=2[CH:28]=1)=[CH:12][C:13]([CH:20]=[O:21])=[CH:14][CH:15]=3)=[O:23] |f:4.5.6|. Procedure details: 10.0 g (47.8 mmol) of 9-isopropylcarbazole (4b), 14.2 g (194.3 mmol) of DMF, 7.0 g (51.4 mmol) of zinc chloride, 30.0 g (195.7 mmol) of phosphorus oxychloride and 100 ml of toluene were allowed to react and after treated in the same manner as with Example 1 (1) to obtain 7.78g of 3,6-diformyl-9-isopropylcarbazole (2b). Starting materials: ClCCl, O=S(Cl)Cl, O=S(=O)(c1ccccc1)n1ccc2cc(CO)cnc21. Product: O=S(=O)(c1ccccc1)n1ccc2cc(CCl)cnc21. Reaction SMILES: [Cl:25][CH2:26][Cl:27].[S:21]([Cl:22])([Cl:23])=[O:24].[c:1]1([S:7](=[O:8])(=[O:9])[n:10]2[cH:11][cH:12][c:13]3[c:14]2[n:15][cH:16][c:17]([CH2:19][OH:20])[cH:18]3)[cH:2][cH:3][cH:4][cH:5][cH:6]1>>[c:1]1([S:7](=[O:8])(=[O:9])[n:10]2[cH:11][cH:12][c:13]3[c:14]2[n:15][cH:16][c:17]([CH2:19][Cl:23])[cH:18]3)[cH:2][cH:3][cH:4][cH:5][cH:6]1.